Dataset: the Open Reaction Database (ORD), a public repository of structured organic reaction records. Task: describe an organic reaction: reactants, conditions, products, and yield The reactants are ClC1=CC=C(CC2C(N(CC3N2C(C(CN3S(=O)(=O)C3=C(C=C(C=C3)Cl)Cl)NC(=O)C3N(CCC3)C(=O)OCC3C2=CC=CC=C2C=2C=CC=CC32)=O)C(C)C)=O)C=C1 (9H-fluoren-9-ylmethyl 2-[6-(4-chlorobenzyl)-1-(2,4-dichlorobenzenesulfonyl)-8-isopropyl-4,7-dioxooctahydropyrazino[1,2-a]pyrimidin-3-ylcarbamoyl]pyrrolidine-1-carboxylate), C(C)NCC (diethylamine). Solvent: C(Cl)Cl (DCM). Run at time 8 hour. Product: ClC1=CC=C(CC2C(N(CC3N2C(C(CN3S(=O)(=O)C3=C(C=C(C=C3)Cl)Cl)NC(=O)C3NCCC3)=O)C(C)C)=O)C=C1 (N-[6-(4-Chlorobenzyl)-1-(2,4-dichlorobenzenesulfonyl)-8-isopropyl-4,7-dioxooctahydropyrazino[1,2-a]pyrimidin-3-yl]pyrrolidine-2-carboxamide). The yield is 67.1%. Reaction SMILES: [Cl:1][C:2]1[CH:59]=[CH:58][C:5]([CH2:6][CH:7]2[N:12]3[C:13](=[O:53])[CH:14]([NH:28][C:29]([CH:31]4[CH2:35][CH2:34][CH2:33][N:32]4C(OCC4C5C=CC=CC=5C5C4=CC=CC=5)=O)=[O:30])[CH2:15][N:16]([S:17]([C:20]4[CH:25]=[CH:24][C:23]([Cl:26])=[CH:22][C:21]=4[Cl:27])(=[O:19])=[O:18])[CH:11]3[CH2:10][N:9]([CH:54]([CH3:56])[CH3:55])[C:8]2=[O:57])=[CH:4][CH:3]=1.C(NCC)C>C(Cl)Cl>[Cl:1][C:2]1[CH:3]=[CH:4][C:5]([CH2:6][CH:7]2[N:12]3[C:13](=[O:53])[CH:14]([NH:28][C:29]([CH:31]4[CH2:35][CH2:34][CH2:33][NH:32]4)=[O:30])[CH2:15][N:16]([S:17]([C:20]4[CH:25]=[CH:24][C:23]([Cl:26])=[CH:22][C:21]=4[Cl:27])(=[O:19])=[O:18])[CH:11]3[CH2:10][N:9]([CH:54]([CH3:56])[CH3:55])[C:8]2=[O:57])=[CH:58][CH:59]=1. Procedure details: A mixture of 50 mg (0.089 mmol) of 3-amino-6-(4-chlorobenzyl)-1-(2,4-dichlorobenzenesulfonyl)-8-isopropylhexahydropyrazino[1,2-a]pyrimidine-4,7-dione, 1 ml of DCM, 23 mg (0.178 mmol) of DIEA and 32 mg (0.090 mmol) of Fmoc-Pro-Cl was stirred at room temperature for 1 hour. The mixture was purified by chromatography on 2 g of SiO2 (elution with EtOAc/DCM, gradient 0-20%). 72 mg of the intermediate 9H-fluoren-9-ylmethyl 2-[6-(4-chlorobenzyl)-1-(2,4-dichlorobenzenesulfonyl)-8-isopropyl-4,7-dioxoocta... The reactants are CCOC(=O)c1nc2c(C#N)cnn2c(Cl)c1CCCl, NC1CCCCC1. Yields the product CCOC(=O)c1nc2c(C#N)cnn2c2c1CCN2C1CCCCC1. Reaction SMILES: [Cl:1][c:2]1[c:3]([CH2:18][CH2:19][Cl:20])[c:4]([C:13](=[O:14])[O:15][CH2:16][CH3:17])[n:5][c:6]2[n:7]1[n:8][cH:9][c:10]2[C:11]#[N:12].[NH2:21][CH:22]1[CH2:23][CH2:24][CH2:25][CH2:26][CH2:27]1>>[c:2]12[c:3]([c:4]([C:13](=[O:14])[O:15][CH2:16][CH3:17])[n:5][c:6]3[n:7]1[n:8][cH:9][c:10]3[C:11]#[N:12])[CH2:18][CH2:19][N:21]2[CH:22]1[CH2:23][CH2:24][CH2:25][CH2:26][CH2:27]1. Starting materials: CC(C)([O-])C.[K+] (potassium t-butoxide), [Cl-].[Zn+2].[Cl-] (Zinc chloride), [Zn] (zinc), CN=C(NC(N)=NC)N (Dimethylbiguanide). Solvent: C(C)(C)(C)O (t-butanol), C(C)OCC (diethyl ether), CS(=O)C (DMSO). Reaction conditions: time 10 minute. Yields the product [Zn].CN=C(NC(N)=NC)N (Dimethylbiguanide Zinc). Reaction SMILES: [CH3:1][N:2]=[C:3]([NH2:9])[NH:4][C:5](=[N:7][CH3:8])[NH2:6].CC(C)([O-])C.[K+].[Cl-].[Zn+2:17].[Cl-].[Zn]>CS(C)=O.C(O)(C)(C)C.C(OCC)C>[Zn:17].[CH3:1][N:2]=[C:3]([NH2:9])[NH:4][C:5](=[N:7][CH3:8])[NH2:6] |f:1.2,3.4.5,10.11|. Reported procedure: Dimethylbiguanide (66 mg) was dissolved in 1 mL of anhydrous DMSO, after which 0.88 mL of 1 M potassium t-butoxide in t-butanol was added and the solution stirred for 10 minutes. Zinc chloride in diethyl ether (0.22 mL of 1M solution) was added and the solution stirred for 3 hours. The solution was concentrated in vacuo at 35° C., after which 0.5 mL of ethanol was added and the mixture triturated and transferred to a 2 mL microcentrifuge tube. The product was separated from the liquid by centrif... Starting materials: Cl (hydrochloric acid), FC1=C(C#N)C(=CC=C1)I (2-fluoro-6-iodobenzonitrile), C([O-])(O)=O.[Na+] (sodium bicarbonate). Run in O1CCCC1 (tetrahydrofuran). Product: FC1=C(CN)C(=CC=C1)I (2-fluoro-6-iodobenzylamine). Yield: 69.6%. Reaction SMILES: [F:1][C:2]1[CH:9]=[CH:8][CH:7]=[C:6]([I:10])[C:3]=1[C:4]#[N:5].Cl.C(=O)(O)[O-].[Na+]>O1CCCC1>[F:1][C:2]1[CH:9]=[CH:8][CH:7]=[C:6]([I:10])[C:3]=1[CH2:4][NH2:5] |f:2.3|. Reported procedure: Under an argon atmosphere, 123 mg of 2-fluoro-6-iodobenzonitrile was dissolved in 2 mL of tetrahydrofuran, and 1.5 mL of a borane/tetrahydrofuran complex was added thereto, followed by stirring under reflux overnight. The reaction liquid was cooled to room temperature, and 2N hydrochloric acid was added thereto, followed by further stirring for 1 hour. After completion of the reaction, to the reaction liquid was added an aqueous sodium bicarbonate solution, followed by extraction with ethyl acet... The reactants are [BH3-]C#N.[Na+] (NaCNBH3), C(C)(C)(C)OC(=O)N1CCC(CC1)OC1=C(C=C(C=C1)N)C(F)(F)F (4-[(N-(t-butoxycarbonyl)piperidin-4-yl)oxy]-3-trifluoromethylbenzenamine), C(#N)C=1C=C(C(=CC1)OCC1=CC=C(C=C1)OC)C=CC=O (3-cyano-6-((4-methoxybenzyl)oxy)-1-(2-formylethenyl)benzene), C(C)(=O)O (acetic acid). Solvent: CO (MeOH). Run at time 15 minute. Product: C(C)(C)(C)OC(=O)N1CCC(CC1)OC1=C(C=C(C=C1)NCC=CC1=CC(=CC=C1OCC1=CC=C(C=C1)OC)C#N)C(F)(F)F (4-(N (t-butoxycarbonyl)piperidin-4-yl)oxy-3-trifluoromethyl-N-(3-(6-((4-methoxybenzyl)oxy)-3-cyanophenyl)prop-2-en-1-yl)benzenamine). The yield is 65.7%. As a reaction SMILES: [C:1]([O:5][C:6]([N:8]1[CH2:13][CH2:12][CH:11]([O:14][C:15]2[CH:20]=[CH:19][C:18]([NH2:21])=[CH:17][C:16]=2[C:22]([F:25])([F:24])[F:23])[CH2:10][CH2:9]1)=[O:7])([CH3:4])([CH3:3])[CH3:2].[C:26]([C:28]1[CH:29]=[C:30]([CH:44]=[CH:45][CH:46]=O)[C:31]([O:34][CH2:35][C:36]2[CH:41]=[CH:40][C:39]([O:42][CH3:43])=[CH:38][CH:37]=2)=[CH:32][CH:33]=1)#[N:27].C(O)(=O)C.[BH3-]C#N.[Na+]>CO>[C:1]([O:5][C:6]([N:8]1[CH2:13][CH2:12][CH:11]([O:14][C:15]2[CH:20]=[CH:19][C:18]([NH:21][CH2:46][CH:45]=[CH:44][C:30]3[C:31]([O:34][CH2:35][C:36]4[CH:37]=[CH:38][C:39]([O:42][CH3:43])=[CH:40][CH:41]=4)=[CH:32][CH:33]=[C:28]([C:26]#[N:27])[CH:29]=3)=[CH:17][C:16]=2[C:22]([F:25])([F:23])[F:24])[CH2:10][CH2:9]1)=[O:7])([CH3:4])([CH3:2])[CH3:3] |f:3.4|. Procedure: To a mixture of 4-[(N-(t-butoxycarbonyl)piperidin-4-yl)oxy]-3-trifluoromethylbenzenamine (4.9 g) and 3-cyano-6-((4-methoxybenzyl)oxy)-1-(2-formylethenyl)benzene (4 g) in MeOH (80 mL) was added acetic acid (0.73 g). The resulting solution was stirred at ambient temperature for 15 minutes and then NaCNBH3 was added. The resulting solution was stirred at ambient temperature for 1 hour and concentrated. The residue was taken up in 100 mL of aqueous NaHCO3 and extracted with ethyl acetate (3×). The o... Reactants: Cc1ccc(S(=O)(=O)Cl)cc1, CO, ClC(Cl)Cl, Cl, [N-]=[N+]=NC1CC(n2cc(C=CBr)c(=O)[nH]c2=O)OC1CO, O, c1ccncc1. The product is Cc1ccc(S(=O)(=O)OCC2OC(n3cc(C=CBr)c(=O)[nH]c3=O)CC2N=[N+]=[N-])cc1. As a reaction SMILES: [CH3:22][c:23]1[cH:24][cH:25][c:26]([S:29](=[O:30])(=[O:31])[Cl:32])[cH:27][cH:28]1.[CH3:33][OH:34].[CH:35]([Cl:36])([Cl:37])[Cl:38].[ClH:39].[N:1](=[N+:2]=[N-:3])[CH:4]1[CH2:5][CH:6]([n:11]2[c:12](=[O:13])[nH:14][c:15](=[O:16])[c:17]([CH:19]=[CH:20][Br:21])[cH:18]2)[O:7][CH:8]1[CH2:9][OH:10].[OH2:46].[cH:40]1[cH:41][cH:42][n:43][cH:44][cH:45]1>>[N:1](=[N+:2]=[N-:3])[CH:4]1[CH2:5][CH:6]([n:11]2[c:12](=[O:13])[nH:14][c:15](=[O:16])[c:17]([CH:19]=[CH:20][Br:21])[cH:18]2)[O:7][CH:8]1[CH2:9][O:10][S:29]([c:26]1[cH:25][cH:24][c:23]([CH3:22])[cH:28][cH:27]1)(=[O:30])=[O:31]. Reactants: COC(CC(C[N+](=O)[O-])C1=CC=CC=C1)=O (4-nitro-3-phenylbutanoic acid methyl ester), C(C=C)(=O)OC (methyl acrylate), Cl (hydrochloric acid). Solvent: C(C)(C)(C)O (t-butanol), C(C)OCC (diethyl ether). Conditions: time 94 hour. Yields the product COC(CC(C(CCC(=O)OC)[N+](=O)[O-])C1=CC=CC=C1)=O (4-nitro-3-phenylheptanedioic acid dimethyl ester). Reaction SMILES: [CH3:1][O:2][C:3](=[O:16])[CH2:4][CH:5]([C:10]1[CH:15]=[CH:14][CH:13]=[CH:12][CH:11]=1)[CH2:6][N+:7]([O-:9])=[O:8].[C:17]([O:21][CH3:22])(=[O:20])[CH:18]=[CH2:19].Cl>C(O)(C)(C)C.C(OCC)C>[CH3:1][O:2][C:3](=[O:16])[CH2:4][CH:5]([C:10]1[CH:11]=[CH:12][CH:13]=[CH:14][CH:15]=1)[CH:6]([N+:7]([O-:9])=[O:8])[CH2:19][CH2:18][C:17]([O:21][CH3:22])=[O:20]. Reported procedure: A solution of 356 g of 4-nitro-3-phenylbutanoic acid methyl ester, 138 g of methyl acrylate, and 25 ml of Triton B in 500 ml of t-butanol is allowed to stir at room temperature for 94 hours. Excess aqueous hydrochloric acid (1 N) is added and the solution is diluted with diethyl ether. The organic layer is separated, dried over anhydrous magnesium sulfate and evaporated to give 4-nitro-3-phenylheptanedioic acid dimethyl ester.